Dataset: the Open Reaction Database (ORD), a public repository of structured organic reaction records. Task: describe an organic reaction: reactants, conditions, products, and yield Starting materials: NC(C(O)C1=CC(=CC=C1)Cl)CC1=CC=C(C=C1)OC(C)(C)C ((1RS,2SR)-2-amino-3-(4-tert-butoxyphenyl)-1-(3-chlorophenyl)propan-1-ol), FC1=CC=C(C2=CC=CC=C12)C(=O)O (4-fluoronaphthalenecarboxylic acid), Cl.C(C)N=C=NCCCN(C)C (1-ethyl-3-(3-dimethylaminopropyl)carbodiimide hydrochloride), O.ON1N=NC2=C1C=CC=C2 (1-hydroxybenzotriazole hydrate). Run in O (water), C(C)#N (acetonitrile). Reaction conditions: time 8 hour. Product: C(C)(C)(C)OC1=CC=C(CC(C(O)C2=CC(=CC=C2)Cl)NC(=O)C2=CC=C(C3=CC=CC=C23)F)C=C1 (N-[(1RS,2SR)-1-(4-tert-butoxybenzyl)-2-(3-chlorophenyl)-2-hydroxyethyl]-4-fluoro-1-naphthamide). Reaction SMILES: [NH2:1][CH:2]([CH2:12][C:13]1[CH:18]=[CH:17][C:16]([O:19][C:20]([CH3:23])([CH3:22])[CH3:21])=[CH:15][CH:14]=1)[CH:3]([C:5]1[CH:10]=[CH:9][CH:8]=[C:7]([Cl:11])[CH:6]=1)[OH:4].[F:24][C:25]1[C:34]2[C:29](=[CH:30][CH:31]=[CH:32][CH:33]=2)[C:28]([C:35](O)=[O:36])=[CH:27][CH:26]=1.Cl.C(N=C=NCCCN(C)C)C.O.ON1C2C=CC=CC=2N=N1>C(#N)C.O>[C:20]([O:19][C:16]1[CH:15]=[CH:14][C:13]([CH2:12][CH:2]([NH:1][C:35]([C:28]2[C:29]3[C:34](=[CH:33][CH:32]=[CH:31][CH:30]=3)[C:25]([F:24])=[CH:26][CH:27]=2)=[O:36])[CH:3]([C:5]2[CH:10]=[CH:9][CH:8]=[C:7]([Cl:11])[CH:6]=2)[OH:4])=[CH:18][CH:17]=1)([CH3:23])([CH3:22])[CH3:21] |f:2.3,4.5|. Reported procedure: To a solution of (1RS,2SR)-2-amino-3-(4-tert-butoxyphenyl)-1-(3-chlorophenyl)propan-1-ol (300 mg, 0.90 mmol) in acetonitrile (20 ml) were added 4-fluoronaphthalenecarboxylic acid (171 mg, 0.90 mmol), 1-ethyl-3-(3-dimethylaminopropyl)carbodiimide hydrochloride (258 mg, 1.35 mmol) and 1-hydroxybenzotriazole hydrate (138 mg, 0.90 mmol), and the mixture was stirred overnight at room temperature. The reaction solution was diluted with water (100 ml) and extracted with ethyl acetate (100 ml×2). The ex...